This data is from the Open Reaction Database (ORD), a public repository of structured organic reaction records. The task is: describe an organic reaction: reactants, conditions, products, and yield Reactants: CC=1N(C=CN1)C=1C=C(N)C=CC1 (3-(2-Methylimidazol-1-yl)aniline), C(C)(=O)OC(C)=O (acetic anhydride), [OH-].[Na+] (sodium hydroxide). Run in O (water). Run at time 1 hour. The product is C(C)(=O)NC1=CC(=CC=C1)N1C(=NC=C1)C (N-Acetyl 3-(2-methylimidazol-1-yl)aniline). Yield: 97.0%. As a reaction SMILES: [CH3:1][C:2]1[N:3]([C:7]2[CH:8]=[C:9]([CH:11]=[CH:12][CH:13]=2)[NH2:10])[CH:4]=[CH:5][N:6]=1.[C:14](OC(=O)C)(=[O:16])[CH3:15].[OH-].[Na+]>O>[C:14]([NH:10][C:9]1[CH:11]=[CH:12][CH:13]=[C:7]([N:3]2[CH:4]=[CH:5][N:6]=[C:2]2[CH3:1])[CH:8]=1)(=[O:16])[CH3:15] |f:2.3|. Procedure details: 3-(2-Methylimidazol-1-yl)aniline (11 g, 63.6 mmol) is added in portions to acetic anhydride (100 ml) at ambient temperature. After stirring for 1 hour the mixture is poured into water (300 ml). The resulting solution is cooled in an ice-bath and rendered alkaline with aqueous sodium hydroxide (12M). The product is filtered off, washed thoroughly with water and dried to yield 2j (12.3 g, 97%). Mp 238-240° C. Reactants: OO (Hydrogen peroxide), O (water), OCC1=C(C=CC=C1)SC=1C2=C(SC1C(=O)OCC)C=C(C=C2)OCC=2C=NC=CC2 (ethyl 3-[2-(hydroxymethyl)phenylsulfanyl]-6-(3-pyridylmethoxy)benzo[b]thiophene-2-carboxylate), Cl (hydrochloric acid), C(C)(=O)O (acetic acid). Reaction conditions: temperature 100 celsius. Product: CC(=O)OCC1=C(C=CC=C1)S(=O)C=1C2=C(SC1C(=O)OCC)C=C(C=C2)OCC=2C=NC=CC2 (Ethyl 3-(2-[(methylcarbonyloxy)methyl]phenylsulfinyl)-6-(3-pyridylmethoxy)benzo[b]thiophene-2-carboxylate). As a reaction SMILES: [OH:1]O.O.[OH:4][CH2:5][C:6]1[CH:11]=[CH:10][CH:9]=[CH:8][C:7]=1[S:12][C:13]1[C:14]2[CH:26]=[CH:25][C:24]([O:27][CH2:28][C:29]3[CH:30]=[N:31][CH:32]=[CH:33][CH:34]=3)=[CH:23][C:15]=2[S:16][C:17]=1[C:18]([O:20][CH2:21][CH3:22])=[O:19].Cl.[C:36](O)(=[O:38])[CH3:37]>>[CH3:37][C:36]([O:4][CH2:5][C:6]1[CH:11]=[CH:10][CH:9]=[CH:8][C:7]=1[S:12]([C:13]1[C:14]2[CH:26]=[CH:25][C:24]([O:27][CH2:28][C:29]3[CH:30]=[N:31][CH:32]=[CH:33][CH:34]=3)=[CH:23][C:15]=2[S:16][C:17]=1[C:18]([O:20][CH2:21][CH3:22])=[O:19])=[O:1])=[O:38]. Reported procedure: Hydrogen peroxide in water (0.23 ml of 30% w/v, 2.05 mmol) was added to a mixture of ethyl 3-[2-(hydroxymethyl)phenylsulfanyl]-6-(3-pyridylmethoxy)benzo[b]thiophene-2-carboxylate (Example 13, 770 mg, 1.71 mmol) in acetic acid (5 ml), and 2M aqueous hydrochloric acid (0.8 ml). The mixture was heated to 100° C. for 3 hours, cooled, and the solvents removed under reduced pressure. The residue was partitioned between ethyl acetate and aqueous sodium bicarbonate solution, and the organic layer was se... Starting materials: O=C([O-])[O-], CC#N, Cc1ccccc1Sc1nnc(Cl)c(Cl)n1, [Cs+], [F-], [K+], [K+], C1COCCOCCOCCOCCOCCO1, COC=C(C(=O)OC)c1ccccc1O. The product is COC=C(C(=O)OC)c1ccccc1Oc1nc(Sc2ccccc2C)nnc1Cl. As a reaction SMILES: [C:17](=[O:18])([O-:19])[O-:20].[CH3:58][C:59]#[N:60].[Cl:1][c:2]1[c:3]([Cl:16])[n:4][c:5]([S:8][c:9]2[c:10]([CH3:15])[cH:11][cH:12][cH:13][cH:14]2)[n:6][n:7]1.[Cs+:57].[F-:56].[K+:21].[K+:22].[O:38]1[CH2:39][CH2:40][O:41][CH2:42][CH2:43][O:44][CH2:45][CH2:46][O:47][CH2:48][CH2:49][O:50][CH2:51][CH2:52][O:53][CH2:54][CH2:55]1.[OH:23][c:24]1[c:25]([C:30]([C:31](=[O:32])[O:33][CH3:34])=[CH:35][O:36][CH3:37])[cH:26][cH:27][cH:28][cH:29]1>>[Cl:1][c:2]1[c:3]([O:23][c:24]2[c:25]([C:30]([C:31](=[O:32])[O:33][CH3:34])=[CH:35][O:36][CH3:37])[cH:26][cH:27][cH:28][cH:29]2)[n:4][c:5]([S:8][c:9]2[c:10]([CH3:15])[cH:11][cH:12][cH:13][cH:14]2)[n:6][n:7]1. Procedure details: Bromine (17.9 ml) is added dropwise over a period of 1.5 hours to a solution of 1-cyano-2-(p-methoxyphenyl)-n-propane (61.2 g) and sodium acetate (34.4 g) in glacial acetic acid (350 ml), and the solution is stirred for 30 min. at RT. The reaction mixture is poured into H2O, extracted with diethyl ether, and the etheral extract is washed with H2O, sat'd NaHCO3, 10% NaOH, sat'd NaCl, dried, filtered, and the filtrate evaporated in vacuo. The residue is distilled affording the product as a cloudy ... Solvent: C(C)(=O)O (acetic acid). Yields the product C(#N)CC(C)C1=C(C=C(C=C1)OC)Br (1-Cyano-2-(4-methoxy-2-bromo-phenyl)-propane). As a reaction SMILES: [Br:1]Br.[C:3]([CH2:5][CH:6]([C:8]1[CH:13]=[CH:12][C:11]([O:14][CH3:15])=[CH:10][CH:9]=1)[CH3:7])#[N:4].C([O-])(=O)C.[Na+].O>C(O)(=O)C>[C:3]([CH2:5][CH:6]([C:8]1[CH:9]=[CH:10][C:11]([O:14][CH3:15])=[CH:12][C:13]=1[Br:1])[CH3:7])#[N:4] |f:2.3|. The reactants are O (H2O), BrBr (Bromine), C(#N)CC(C)C1=CC=C(C=C1)OC (1-cyano-2-(p-methoxyphenyl)-n-propane), C(C)(=O)[O-].[Na+] (sodium acetate). Run at time 30 minute. The reactants are C(C1=CC=CC=C1)N1C(=C(C2=CC=C(C=C12)C(=O)O)C(NCC1=CC(=C(C=C1)F)F)=O)C(C)C (1-benzyl-3-(3,4-difluorobenzylcarbamoyl)-2-isopropyl-1H-indole-6-carboxylic acid), C(CCl)Cl (EDC), C(C1=CC=CC=C1)N1C(=C(C2=CC=C(C=C12)C(=O)O)C(NCC1=CC(=C(C=C1)F)F)=O)C(C)C (1-benzyl-3-(3,4-difluorobenzylcarbamoyl)-2-isopropyl-1H-indole-6-carboxylic acid), NN (hydrazine). Reagents/catalysts: CN(C)C=1C=CN=CC1 (DMAP). Solvent: CCOC(=O)C (EtOAc), C(Cl)Cl (CH2Cl2). Run at time 12 hour. The product is C(C1=CC=CC=C1)N1C(=C(C2=CC=C(C=C12)C(=O)NN)C(=O)NCC1=CC(=C(C=C1)F)F)C(C)C (1-Benzyl-N-(3,4-difluorobenzyl)-6-(hydrazinecarbonyl)-2-isopropyl-1H-indole-3-carboxamide). Reaction SMILES: [CH2:1]([N:8]1[C:16]2[C:11](=[CH:12][CH:13]=[C:14]([C:17](O)=[O:18])[CH:15]=2)[C:10]([C:20](=[O:31])[NH:21][CH2:22][C:23]2[CH:28]=[CH:27][C:26]([F:29])=[C:25]([F:30])[CH:24]=2)=[C:9]1[CH:32]([CH3:34])[CH3:33])[C:2]1[CH:7]=[CH:6][CH:5]=[CH:4][CH:3]=1.C(Cl)CCl.[NH2:39][NH2:40]>C(Cl)Cl.CN(C1C=CN=CC=1)C.CCOC(C)=O>[CH2:1]([N:8]1[C:16]2[C:11](=[CH:12][CH:13]=[C:14]([C:17]([NH:39][NH2:40])=[O:18])[CH:15]=2)[C:10]([C:20]([NH:21][CH2:22][C:23]2[CH:28]=[CH:27][C:26]([F:29])=[C:25]([F:30])[CH:24]=2)=[O:31])=[C:9]1[CH:32]([CH3:34])[CH3:33])[C:2]1[CH:7]=[CH:6][CH:5]=[CH:4][CH:3]=1. Reported procedure: Following General Procedure E, 1-benzyl-3-(3,4-difluorobenzylcarbamoyl)-2-isopropyl-1H-indole-6-carboxylic acid (Compound 56, 82 mg, 0.176 mmol) in CH2Cl2 (8 ml) was added EDC (51 mg, 0.264 mmol) and DMAP (26 mg, 0.256 mmol), followed by hydrazine (7 mg, 0.264 mmol). The reaction was stirred at room temperature for 12 h, diluted with EtOAc, washed with H2O, brine, dried over Na2SO4 and concentrated in vacuo. The residue was purified by chromatography on silica gel (0→100% EtOAc-hexanes) to yield... The reactants are CC=1N=C(SC1C)C=1C=CC(=NC1)N(CCCOC=1C=C2CC[C@H](C2=CC1)CC(=O)OCC)CCC (ethyl ((1S)-5-{3-[[5-(4,5-dimethyl-1,3-thiazol-2-yl)-2-pyridinyl](propyl) amino]propoxy}-2,3-dihydro-1H-inden-1-yl)acetate), CO (methanol), O (water), [Li+].[OH-] (LiOH). Solvent: C1CCOC1 (THF). Conditions: time 18 hour. Yields the product CC=1N=C(SC1C)C=1C=CC(=NC1)N(CCCOC=1C=C2CC[C@H](C2=CC1)CC(=O)O)CCC (((1S)-5-{3-[[5-(4,5-dimethyl-1,3-thiazol-2-yl)-2-pyridinyl](propyl) amino]propoxy}-2,3-dihydro-1H-inden-1-yl)acetic acid). Yield: 77.8%. As a reaction SMILES: [CH3:1][C:2]1[N:3]=[C:4]([C:8]2[CH:9]=[CH:10][C:11]([N:14]([CH2:34][CH2:35][CH3:36])[CH2:15][CH2:16][CH2:17][O:18][C:19]3[CH:20]=[C:21]4[C:25](=[CH:26][CH:27]=3)[C@H:24]([CH2:28][C:29]([O:31]CC)=[O:30])[CH2:23][CH2:22]4)=[N:12][CH:13]=2)[S:5][C:6]=1[CH3:7].CO.O.[Li+].[OH-]>C1COCC1>[CH3:1][C:2]1[N:3]=[C:4]([C:8]2[CH:9]=[CH:10][C:11]([N:14]([CH2:34][CH2:35][CH3:36])[CH2:15][CH2:16][CH2:17][O:18][C:19]3[CH:20]=[C:21]4[C:25](=[CH:26][CH:27]=3)[C@H:24]([CH2:28][C:29]([OH:31])=[O:30])[CH2:23][CH2:22]4)=[N:12][CH:13]=2)[S:5][C:6]=1[CH3:7] |f:3.4|. Procedure details: To a solution of ethyl ((1S)-5-{3-[[5-(4,5-dimethyl-1,3-thiazol-2-yl)-2-pyridinyl](propyl)amino]-propoxy}-2,3-dihydro-1H-inden-1-yl)acetate (Example 267) (70 mg, 0.15 mmol) in a mixture of THF (2 mL), methanol (2 mL), and water (1 mL) was added LiOH (40 mg, 1.74 mmol). The mixture was stirred at rt for 18 h and then concentrated under reduced pressure. The residue was taken up in water and acidified using H3PO4 (5% solution in water). The aqueous phase was extracted with ethyl acetate, and the c... Starting materials: C(C1=CC=CC=C1)OC=1C(=CC(=C2C=CC=NC12)Cl)CC(C1=CC(=CC=C1)CN1CCCC1)N (2-(8-Benzyloxy-5-chloro-quinolin-7-yl)-1-(3-pyrrolidin-1-ylmethyl-phenyl)-ethylamine), C1(=CC=C(C=C1)C(=O)Cl)C1=CC=CC=C1 (4-biphenylcarbonyl chloride). Isolated yield 18.0%. The product is C(C1=CC=CC=C1)OC=1C(=CC(=C2C=CC=NC12)Cl)CC(C1=CC(=CC=C1)CN1CCCC1)NC(=O)C1=CC=C(C=C1)C1=CC=CC=C1 (N-{2-[8-(Benzyloxy)-5-chloroquinolin-7-yl]-1-[3-(pyrrolidin-1-ylmethyl)phenyl]ethyl}biphenyl-4-carboxamide). As a reaction SMILES: [CH2:1]([O:8][C:9]1[C:10]([CH2:20][CH:21]([NH2:34])[C:22]2[CH:27]=[CH:26][CH:25]=[C:24]([CH2:28][N:29]3[CH2:33][CH2:32][CH2:31][CH2:30]3)[CH:23]=2)=[CH:11][C:12]([Cl:19])=[C:13]2[C:18]=1[N:17]=[CH:16][CH:15]=[CH:14]2)[C:2]1[CH:7]=[CH:6][CH:5]=[CH:4][CH:3]=1.[C:35]1([C:44]2[CH:49]=[CH:48][CH:47]=[CH:46][CH:45]=2)[CH:40]=[CH:39][C:38]([C:41](Cl)=[O:42])=[CH:37][CH:36]=1>>[CH2:1]([O:8][C:9]1[C:10]([CH2:20][CH:21]([NH:34][C:41]([C:38]2[CH:39]=[CH:40][C:35]([C:44]3[CH:45]=[CH:46][CH:47]=[CH:48][CH:49]=3)=[CH:36][CH:37]=2)=[O:42])[C:22]2[CH:27]=[CH:26][CH:25]=[C:24]([CH2:28][N:29]3[CH2:33][CH2:32][CH2:31][CH2:30]3)[CH:23]=2)=[CH:11][C:12]([Cl:19])=[C:13]2[C:18]=1[N:17]=[CH:16][CH:15]=[CH:14]2)[C:2]1[CH:3]=[CH:4][CH:5]=[CH:6][CH:7]=1. Procedure: To a stirring solution of [8-(benzyloxy)-5-chloroquinolin-7-yl]acetaldehyde (10.54 mmol) in tetrahydrofuran (75 mL) at −78° C. was slowly added a 0.25M solution of [3-(1-pyrrolidinylmethyl)phenyl]magnesium bromide in tetrahydrofuran (12.50 mmol, 1.2 eq.) and stirring at −78° C. was continued for 20 min. The reaction mixture was then quenched with saturated aqueous ammonium chloride solution (10 mL) and allowed to warm to room temperature. The mixture was then diluted with saturated aqueous ammon...